Dataset: the Open Reaction Database (ORD), a public repository of structured organic reaction records. Task: describe an organic reaction: reactants, conditions, products, and yield Reactants: N(=[N+]=[N-])C1C(CN(CC1)C(=O)OC(C)(C)C)F (tert-butyl 4-azido-3-fluoropiperidine-1-carboxylate), 2.6. The reagents and catalysts are [Pd] (Pd/C). The solvent is CCO (EtOH). Run at time 48 hour. Yields the product C(C)(C)(C)OC(=O)N1CC(C(CC1)N)F (tert-butyl4-amino-3-fluoropiperidine-1-carboxylate), 2.7. Yield: 75.0%. RXN SMILES: [N:1]([CH:4]1[CH2:9][CH2:8][N:7]([C:10]([O:12][C:13]([CH3:16])([CH3:15])[CH3:14])=[O:11])[CH2:6][CH:5]1[F:17])=[N+]=[N-]>CCO.[Pd]>[C:13]([O:12][C:10]([N:7]1[CH2:8][CH2:9][CH:4]([NH2:1])[CH:5]([F:17])[CH2:6]1)=[O:11])([CH3:16])([CH3:14])[CH3:15]. Procedure: Pd/C 10% (12 g) was added to a solution of tert-butyl 4-azido-3-fluoropiperidine-1-carboxylate, 2.6 (62 g, 0.254 mol) in EtOH (600 mL). The reaction was stirred under a hydrogen atmosphere (balloon pressure) for 48 hours. The mixture was filtered through celite-bed and concentrated under reduced pressure to obtain the title compound tert-butyl4-amino-3-fluoropiperidine-1-carboxylate, 2.7 (42 g, 75% yield). LCMS: m/z 218.8 (M+1). Starting materials: COC(=O)c1ccc(C(Oc2cc(C)c(-c3ccc(C(C)C)cc3)c(C)c2)C(C)C)cc1, CO, [Na+], [OH-]. The product is Cc1cc(OC(c2ccc(C(=O)O)cc2)C(C)C)cc(C)c1-c1ccc(C(C)C)cc1. Reaction SMILES: [CH3:1][O:2][C:3]([c:4]1[cH:5][cH:6][c:7]([CH:10]([CH:11]([CH3:12])[CH3:13])[O:14][c:15]2[cH:16][c:17]([CH3:31])[c:18](-[c:22]3[cH:23][cH:24][c:25]([CH:28]([CH3:29])[CH3:30])[cH:26][cH:27]3)[c:19]([CH3:21])[cH:20]2)[cH:8][cH:9]1)=[O:32].[CH3:35][OH:36].[Na+:34].[OH-:33]>>[O:2]=[C:3]([c:4]1[cH:5][cH:6][c:7]([CH:10]([CH:11]([CH3:12])[CH3:13])[O:14][c:15]2[cH:16][c:17]([CH3:31])[c:18](-[c:22]3[cH:23][cH:24][c:25]([CH:28]([CH3:29])[CH3:30])[cH:26][cH:27]3)[c:19]([CH3:21])[cH:20]2)[cH:8][cH:9]1)[OH:32]. The reactants are [Al+3], [H-], [H-], [H-], [H-], [Li+], [Na+], [Na+], C1CCOC1, O, O, O, O, O, O, O, O, O, O, O=S(=O)([O-])[O-], COC(=O)c1c(-c2ccccc2)nn2ccc3c(c12)CCO3. The product is OCc1c(-c2ccccc2)nn2ccc3c(c12)CCO3. RXN SMILES: [Al+3:2].[H-:1].[H-:4].[H-:5].[H-:6].[Li+:3].[Na+:44].[Na+:45].[O:46]1[CH2:47][CH2:48][CH2:49][CH2:50]1.[OH2:29].[OH2:30].[OH2:31].[OH2:32].[OH2:33].[OH2:34].[OH2:35].[OH2:36].[OH2:37].[OH2:38].[S:39]([O-:40])([O-:41])(=[O:42])=[O:43].[c:7]1(-[c:13]2[n:14][n:15]3[c:16]([c:17]4[c:18]([cH:19][cH:20]3)[O:21][CH2:22][CH2:23]4)[c:24]2[C:25](=[O:26])[O:27][CH3:28])[cH:8][cH:9][cH:10][cH:11][cH:12]1>>[c:7]1(-[c:13]2[n:14][n:15]3[c:16]([c:17]4[c:18]([cH:19][cH:20]3)[O:21][CH2:22][CH2:23]4)[c:24]2[CH2:25][OH:26])[cH:8][cH:9][cH:10][cH:11][cH:12]1. Starting materials: C(C)OC(=O)C=1N=C(C=2N(C3=CC=CC=C3C2C1O)C1=CC=CC=C1)Br (1-bromo-4-hydroxy-9-phenyl-9H-b-carboline-3-carboxylic acid ethyl ester), C[Sn](C)(C)C (tetramethyltin). Reagents/catalysts: Cl[Pd]([P](C1=CC=CC=C1)(C2=CC=CC=C2)C3=CC=CC=C3)([P](C4=CC=CC=C4)(C5=CC=CC=C5)C6=CC=CC=C6)Cl (Pd(PPh3)2Cl2). Run in CCOC(=O)C (EtOAc), CN(C)C=O (DMF). Reaction conditions: temperature 120 celsius, time 50 minute. Product: C(C)OC(=O)C=1N=C(C=2N(C3=CC=CC=C3C2C1O)C1=CC=CC=C1)C (4-Hydroxy-1-methyl-9-phenyl-9H-beta-carboline-3-carboxylic acid ethyl ester). RXN SMILES: [CH2:1]([O:3][C:4]([C:6]1[N:7]=[C:8](Br)[C:9]2[N:10]([C:20]3[CH:25]=[CH:24][CH:23]=[CH:22][CH:21]=3)[C:11]3[C:16]([C:17]=2[C:18]=1[OH:19])=[CH:15][CH:14]=[CH:13][CH:12]=3)=[O:5])[CH3:2].[CH3:27][Sn](C)(C)C>CN(C=O)C.CCOC(C)=O.Cl[Pd](Cl)([P](C1C=CC=CC=1)(C1C=CC=CC=1)C1C=CC=CC=1)[P](C1C=CC=CC=1)(C1C=CC=CC=1)C1C=CC=CC=1>[CH2:1]([O:3][C:4]([C:6]1[N:7]=[C:8]([CH3:27])[C:9]2[N:10]([C:20]3[CH:25]=[CH:24][CH:23]=[CH:22][CH:21]=3)[C:11]3[C:16]([C:17]=2[C:18]=1[OH:19])=[CH:15][CH:14]=[CH:13][CH:12]=3)=[O:5])[CH3:2] |^1:45,64|. Procedure: A mixture of 1-bromo-4-hydroxy-9-phenyl-9H-b-carboline-3-carboxylic acid ethyl ester (78 mg, 0.19 mmol), tetramethyltin (37 mg, 0.21 mmol), and Pd(PPh3)2Cl2 (6.7 mg, 0.0095 mmol) in DMF (1 mL) was stirred at 120° C. for 50 min. The mixture was then diluted with EtOAc, washed with water and saturated NaCl aqueous solution, respectively; the EtOAc phase was dried over anhydrous sodium sulfate, concentrated, and the residue was purified by column to give a white solid, the desired title compound. T... The reactants are OC=1C=C(C(=O)OC)C=C(C1)O[C@@H]1C(N(CC1)C)=O (methyl 3-hydroxy-5-[(3S)-1-methyl-2-oxo-pyrrolidin-3-yl]oxy-benzoate), OC=1C=C(C(=O)OC)C=C(C1)O[C@@H]1C(N(CC1)C)=O (methyl 3-hydroxy-5-[(3S)-1-methyl-2-oxo-pyrrolidin-3-yl]oxy-benzoate), N1(CCC1)C(=O)C1=NC=C(C=C1)Br (azetidin-1-yl-(5-bromopyridin-2-yl)methanone), C([O-])([O-])=O.[Cs+].[Cs+] (caesium carbonate), tris(triphenylphosphine)copper bromide. The solvent is CC(=O)N(C)C (DMA). Run at time 30 minute. The product is N1(CCC1)C(=O)C1=CC=C(C=N1)OC=1C=C(C(=O)OC)C=C(C1)O[C@@H]1C(N(CC1)C)=O (Methyl 3-[6-(azetidine-1-carbonyl)pyridin-3-yl]oxy-5-[(3S)-1-methyl-2-oxo-pyrrolidin-3-yl]oxy-benzoate). Isolated yield 52.0%. As a reaction SMILES: [OH:1][C:2]1[CH:3]=[C:4]([CH:9]=[C:10]([O:12][C@H:13]2[CH2:17][CH2:16][N:15]([CH3:18])[C:14]2=[O:19])[CH:11]=1)[C:5]([O:7][CH3:8])=[O:6].[N:20]1([C:24]([C:26]2[CH:31]=[CH:30][C:29](Br)=[CH:28][N:27]=2)=[O:25])[CH2:23][CH2:22][CH2:21]1.C(=O)([O-])[O-].[Cs+].[Cs+]>CC(N(C)C)=O>[N:20]1([C:24]([C:26]2[N:27]=[CH:28][C:29]([O:1][C:2]3[CH:3]=[C:4]([CH:9]=[C:10]([O:12][C@H:13]4[CH2:17][CH2:16][N:15]([CH3:18])[C:14]4=[O:19])[CH:11]=3)[C:5]([O:7][CH3:8])=[O:6])=[CH:30][CH:31]=2)=[O:25])[CH2:23][CH2:22][CH2:21]1 |f:2.3.4|. Reported procedure: A mixture of methyl 3-hydroxy-5-[(3S)-1-methyl-2-oxo-pyrrolidin-3-yl]oxy-benzoate (Intermediate 8) (530 mg, 2 mmol), azetidin-1-yl-(5-bromopyridin-2-yl)methanone (CAS no. 845306-16-3) (531 mg, 2.2 mmol), caesium carbonate (1.956 g, 6 mmol) and tris(triphenylphosphine)copper bromide (CAS no. 15709-74-7) (373 mg, 0.4 mmol) in DMA (5 mL) was stirred at 160° C. for 6 hours. The DMA was evaporated under reduced pressure and the residue was dissolved in water (520 mL) washed with ethyl acetate (3×20 m... Reactants: CCOC(=O)c1csc(Br)n1, O=C([O-])[O-], COc1ccccc1B(O)O, COCCOC, [Na+], [Na+]. Product: CCOC(=O)c1csc(-c2ccccc2OC)n1. RXN SMILES: [Br:12][c:13]1[s:14][cH:15][c:16]([C:18](=[O:19])[O:20][CH2:21][CH3:22])[n:17]1.[C:23](=[O:24])([O-:25])[O-:26].[CH3:1][O:2][c:3]1[c:4]([B:9]([OH:10])[OH:11])[cH:5][cH:6][cH:7][cH:8]1.[CH3:29][O:30][CH2:31][CH2:32][O:33][CH3:34].[Na+:27].[Na+:28]>>[CH3:1][O:2][c:3]1[c:4](-[c:13]2[s:14][cH:15][c:16]([C:18](=[O:19])[O:20][CH2:21][CH3:22])[n:17]2)[cH:5][cH:6][cH:7][cH:8]1. The reactants are N[C@@H](C(C)C)C(=O)O (Val), N[C@@H](CCC(O)=O)C(=O)O (Glu), N[C@@H](CCCCN)C(=O)O (Lys), N[C@@H](CC(C)C)C(=O)O (Leu), N[C@@H](C)C(=O)O (Ala), N[C@@H](CC1=CC=CC=C1)C(=O)O (Phe), N[C@@H]([C@H](O)C)C(=O)O (Thr), NCC(=O)O (Gly), N[C@@H](CC(O)=O)C(=O)O (Asp), N[C@@H](CCCNC(N)=N)C(=O)O (Arg), N[C@@H](CC1=CNC2=CC=CC=C12)C(=O)O (Trp), N[C@@H](C(C)C)C(=O)O (Val), N[C@@H]([C@@H](C)CC)C(=O)O (Ile), N[C@@H](CCSC)C(=O)O (Met), NCC(=O)O (Gly), N[C@@H]([C@H](O)C)C(=O)O (Thr), ( 3 ). The product is N[C@@H](CS)C(=O)O (Cys), C(=O)OO (performic acid). As a reaction SMILES: [NH2:1][C@H:2]([C:7]([OH:9])=[O:8])[CH2:3][C:4](=[O:6])[OH:5].N[C@H](C(O)=O)[C@@H](C)[OH:13].N[C@H](C(O)=O)C(C)C.N[C@H](C(O)=O)CCC(=O)O.NCC(O)=O.N[C@H](C(O)=O)C.N[C@H](C(O)=O)CC[S:51]C.N[C@H](C(O)=O)[C@H](CC)C.N[C@H](C(O)=O)CC(C)C.N[C@H](C(O)=O)CC1C=CC=CC=1.N[C@H](C(O)=O)CCCCN.N[C@H](C(O)=O)CCCNC(=N)N.N[C@H](C(O)=O)CC1C2C(=CC=CC=2)NC=1>>[NH2:1][C@H:2]([C:7]([OH:9])=[O:8])[CH2:3][SH:51].[CH:4]([O:5][OH:13])=[O:6]. Procedure details: Asp (10), 10.33; Thr (1), 0.91; Ser (7), 6.10; Glu (11), 11.82; Pro (3), 3.00; Gly (4), 4.44; Ala (7), 6.91; Cys (1), 1.11; Val (7), 6.60; Met (2), 2.11; Ile (1.01; Leu (10), 10.83, Phe (1), 1.10; Lys (9), 9.32; His (4), 3.75; Arg (5), 5.2 Trp (1), 0.93 (recovery 84.2%; the value for Cys was obtained from the hydrolyzate after oxidation with performic acid.) Reactants: C(C1=CC=CC=C1)OC1=C(C(=O)CC(=O)OCC)C=C(C(=C1)NS(=O)(=O)C)OC1=CC=CC=C1 (ethyl 2-(2-benzyloxy-4-methylsulfonylamino-5-phenoxybenzoyl)acetate). Yield: 88.0%. The reagents and catalysts are [C].[Pd] (palladium-carbon). Product: OC1=C(C(=O)CC(=O)OCC)C=C(C(=C1)NS(=O)(=O)C)OC1=CC=CC=C1 (ethyl 2-(2-hydroxy-4-methylsulfonylamino-5-phenoxybenzoyl)acetate). Reported procedure: In 50 ml of ethanol was dissolved 4.83 g of ethyl 2-(2-benzyloxy-4-methylsulfonylamino-5-phenoxybenzoyl)acetate. Thereto was added 200 mg of 5% palladium-carbon. The mixture was subjected to hydrogenation for 1 hour at 40° C. at atmospheric pressure. After the completion of the reaction, the catalyst was removed by filtration. The filtrate was subjected to distillation under reduced pressure to remove the solvent. The residue was mixed with diisopropyl ether. The resulting crystal was collected ... The solvent is C(C)O (ethanol). Run at time 1 hour. RXN SMILES: C([O:8][C:9]1[CH:22]=[C:21]([NH:23][S:24]([CH3:27])(=[O:26])=[O:25])[C:20]([O:28][C:29]2[CH:34]=[CH:33][CH:32]=[CH:31][CH:30]=2)=[CH:19][C:10]=1[C:11]([CH2:13][C:14]([O:16][CH2:17][CH3:18])=[O:15])=[O:12])C1C=CC=CC=1>C(O)C.[C].[Pd]>[OH:8][C:9]1[CH:22]=[C:21]([NH:23][S:24]([CH3:27])(=[O:26])=[O:25])[C:20]([O:28][C:29]2[CH:30]=[CH:31][CH:32]=[CH:33][CH:34]=2)=[CH:19][C:10]=1[C:11]([CH2:13][C:14]([O:16][CH2:17][CH3:18])=[O:15])=[O:12] |f:2.3|. Reactants: C1CCOC1, CCOC(=O)CC1CCc2cc(OCCc3nc(-c4ccc(OC)cc4)ccc3C)ccc21, CO, [Li+], [OH-], O. Product: COc1ccc(-c2ccc(C)c(CCOc3ccc4c(c3)CCC4CC(=O)O)n2)cc1. As a reaction SMILES: [CH2:39]1[O:40][CH2:41][CH2:42][CH2:43]1.[CH3:1][O:2][c:3]1[cH:4][cH:5][c:6](-[c:9]2[cH:10][cH:11][c:12]([CH3:33])[c:13]([CH2:15][CH2:16][O:17][c:18]3[cH:19][c:20]4[c:24]([cH:25][cH:26]3)[CH:23]([CH2:27][C:28](=[O:29])[O:30][CH2:31][CH3:32])[CH2:22][CH2:21]4)[n:14]2)[cH:7][cH:8]1.[CH3:36][OH:37].[Li+:35].[OH-:34].[OH2:38]>>[CH3:1][O:2][c:3]1[cH:4][cH:5][c:6](-[c:9]2[cH:10][cH:11][c:12]([CH3:33])[c:13]([CH2:15][CH2:16][O:17][c:18]3[cH:19][c:20]4[c:24]([cH:25][cH:26]3)[CH:23]([CH2:27][C:28](=[O:29])[OH:30])[CH2:22][CH2:21]4)[n:14]2)[cH:7][cH:8]1.